Dataset: the Open Reaction Database (ORD), a public repository of structured organic reaction records. Task: describe an organic reaction: reactants, conditions, products, and yield Starting materials: BrC=1C(=C(C#N)C(=CC1)F)C (3-Bromo-6-fluoro-2-methylbenzonitrile), O1CCOCC1 (dioxane), Sn, C1CC(=O)N(C1=O)Br (NBS). Reagents/catalysts: Cl[Pd]([P](C1=CC=CC=C1)(C2=CC=CC=C2)C3=CC=CC=C3)([P](C4=CC=CC=C4)(C5=CC=CC=C5)C6=CC=CC=C6)Cl (PdCl2(PPh3)2). Conditions: temperature 100 celsius, time 22 hour. The product is BrCC(=O)C=1C(=C(C#N)C(=CC1)F)C (3-(Bromoacetyl)-6-fluoro-2-methylbenzonitrile). Reaction SMILES: Br[C:2]1[C:3]([CH3:11])=[C:4]([C:7]([F:10])=[CH:8][CH:9]=1)[C:5]#[N:6].C1C(=O)N([Br:19])C(=O)C1.[O:20]1CCO[CH2:22][CH2:21]1>Cl[Pd](Cl)([P](C1C=CC=CC=1)(C1C=CC=CC=1)C1C=CC=CC=1)[P](C1C=CC=CC=1)(C1C=CC=CC=1)C1C=CC=CC=1>[Br:19][CH2:22][C:21]([C:2]1[C:3]([CH3:11])=[C:4]([C:7]([F:10])=[CH:8][CH:9]=1)[C:5]#[N:6])=[O:20] |^1:28,47|. Reported procedure: Degassed Reactant Sn reagent (200 ml, 591 mmol) was added to a stirred mixture of 3-Bromo-6-fluoro-2-methylbenzonitrile (115 g, 537 mmol) and PdCl2(PPh3)2 (18.86 g, 26.9 mmol) in dioxane (1149 ml) at RT, then degassed with N2 and the mixture was stirred at 100° C. for 22 hours. The reaction was cooled to 0° C. and THF (575 mL) and water (230 mL) were added followed by NBS (110 g, 618 mmol) added portionwise over 15 min. After 30 minutes, HPLC showed full consumption of the intermediate ketone. T... Reactants: CSC(=N)NC(OC(C)(C)C)=O (tert-butyl methylthiocarbonoimidoylcarbamate), COC1=CC=C(C=C1)C1=NOC(=C1C(=O)O)C (3-(4-methoxyphenyl)-5-methyl-4-isoxazolecarboxylic acid), CCN=C=NCCCN(C)C (EDCI), CCN(C(C)C)C(C)C (DIPEA). Run in C(Cl)Cl (DCM). Reaction conditions: time 3 hour. Product: COC1=CC=C(C=C1)C1=NOC(=C1C(=O)N(C(OC(C)(C)C)=O)C(=N)SC)C (tert-butyl N-(3-(4-methoxyphenyl)-5-methylisoxazole-4-carbonyl)(methylthio)carbonoimidoylcarbamate). Isolated yield 59.2%. As a reaction SMILES: [CH3:1][S:2][C:3]([NH:5][C:6](=[O:12])[O:7][C:8]([CH3:11])([CH3:10])[CH3:9])=[NH:4].[CH3:13][O:14][C:15]1[CH:20]=[CH:19][C:18]([C:21]2[C:25]([C:26](O)=[O:27])=[C:24]([CH3:29])[O:23][N:22]=2)=[CH:17][CH:16]=1.CCN=C=NCCCN(C)C.CCN(C(C)C)C(C)C>C(Cl)Cl>[CH3:13][O:14][C:15]1[CH:16]=[CH:17][C:18]([C:21]2[C:25]([C:26]([N:5]([C:3]([S:2][CH3:1])=[NH:4])[C:6](=[O:12])[O:7][C:8]([CH3:9])([CH3:11])[CH3:10])=[O:27])=[C:24]([CH3:29])[O:23][N:22]=2)=[CH:19][CH:20]=1. Reported procedure: A mixture of tert-butyl methylthiocarbonoimidoylcarbamate (Preparation AU, 0.98 g, 5.16 mmol), 3-(4-methoxyphenyl)-5-methyl-4-isoxazolecarboxylic acid (Preparation Y, 1.17 g, 5 mmol), EDCI (1.2 g, 6.26 mmol) and DIPEA (1 g, 7.75 mmol) in DCM (30 mL) was stirred for 3 hours. The solvent was concentrated by rotovap and residue was purified by column with EtOAc/DCM (5/95) as the eluant. The product was obtained as a white solid (1.2 g, 60%). 1H NMR (CD3OD): δ 1.52 (s, 9H), 1.89 (s, 3H), 2.76 (s, 3H... Reactants: CO, Nc1ccccc1-c1nc2cc(CN3CCCC3)cnc2s1, O, O=C(O)c1nc(-c2ccccc2)cs1. Product: O=C(Nc1ccccc1-c1nc2cc(CN3CCCC3)cnc2s1)c1nc(-c2ccccc2)cs1. RXN SMILES: [CH3:38][OH:39].[N:1]1([CH2:6][c:7]2[cH:8][c:9]3[c:10]([n:11][cH:12]2)[s:13][c:14](-[c:16]2[c:17]([NH2:18])[cH:19][cH:20][cH:21][cH:22]2)[n:15]3)[CH2:2][CH2:3][CH2:4][CH2:5]1.[OH2:37].[c:23]1(-[c:29]2[n:30][c:31]([C:34](=[O:35])[OH:36])[s:32][cH:33]2)[cH:24][cH:25][cH:26][cH:27][cH:28]1>>[N:1]1([CH2:6][c:7]2[cH:8][c:9]3[c:10]([n:11][cH:12]2)[s:13][c:14](-[c:16]2[c:17]([NH:18][C:34]([c:31]4[n:30][c:29](-[c:23]5[cH:24][cH:25][cH:26][cH:27][cH:28]5)[cH:33][s:32]4)=[O:35])[cH:19][cH:20][cH:21][cH:22]2)[n:15]3)[CH2:2][CH2:3][CH2:4][CH2:5]1.